From a dataset of the Open Reaction Database (ORD), a public repository of structured organic reaction records. describe an organic reaction: reactants, conditions, products, and yield Isolated yield 74.0%. RXN SMILES: [CH:1]1([CH:8]=[C:9]2[CH2:13][C:12](=[O:14])[CH:11]([C:15]3[C:20]([CH3:21])=[CH:19][C:18]([CH3:22])=[CH:17][C:16]=3[CH3:23])[C:10]2=[O:24])[CH2:7][CH2:6][CH2:5][CH2:4][CH2:3][CH2:2]1>CO.[Pd]>[CH:1]1([CH2:8][CH:9]2[CH2:13][C:12](=[O:14])[CH:11]([C:15]3[C:20]([CH3:21])=[CH:19][C:18]([CH3:22])=[CH:17][C:16]=3[CH3:23])[C:10]2=[O:24])[CH2:2][CH2:3][CH2:4][CH2:5][CH2:6][CH2:7]1. The product is C1(CCCCCC1)CC1C(C(C(C1)=O)C1=C(C=C(C=C1C)C)C)=O (4-Cycloheptylmethyl-2-(2,4,6-trimethyl-phenyl)-cyclopentane-1,3-dione). Reagents/catalysts: [Pd] (Pd/C). Reported procedure: To 5% w/w Pd/C (5 mg) was added a solution of 4-[1-Cycloheptyl-methylidene]-2-(2,4,6-trimethyl-phenyl)-cyclopentane-1,3-dione (39 mg, 0.12 mmol) in MeOH (10 ml). The reaction was stirred under an atmosphere of H2 (1.5 bar) for 2 hours, filtered through a pad of celite and washed through with MeOH (20 ml). The solvent was removed under reduced pressure to give the desired product as a colourless oil (29 mg) without need for further purification. Run at time 2 hour. Solvent: CO (MeOH). The reactants are C1(CCCCCC1)C=C1C(C(C(C1)=O)C1=C(C=C(C=C1C)C)C)=O (4-[1-Cycloheptyl-methylidene]-2-(2,4,6-trimethyl-phenyl)-cyclopentane-1,3-dione). Reactants: [N+](=O)([O-])C1=C(C=O)C=CC=C1 (o-Nitrobenzaldehyde), N\C(=C/C(=O)OCCCCC)\C (n-pentyl 3-aminocrotonate), C(C)(C)NC(CC(=O)C)=O (acetoacetic isopropylamide). Solvent: C(C)O (ethanol). Product: CC=1NC(=C(C(C1C(=O)NC(C)C)C1=C(C=CC=C1)[N+](=O)[O-])C(=O)OCCCCC)C (n-pentyl 2,6-dimethyl-3-isopropylaminocarbonyl-4-(o-nitrophenyl)-1,4-dihydropyridine-5-carboxylate). The yield is 29.8%. As a reaction SMILES: [N+:1]([C:4]1[CH:11]=[CH:10][CH:9]=[CH:8][C:5]=1[CH:6]=O)([O-:3])=[O:2].[NH2:12]/[C:13](/[CH3:23])=[CH:14]\[C:15]([O:17][CH2:18][CH2:19][CH2:20][CH2:21][CH3:22])=[O:16].[CH:24]([NH:27][C:28](=[O:33])[CH2:29][C:30]([CH3:32])=O)([CH3:26])[CH3:25]>C(O)C>[CH3:32][C:30]1[NH:12][C:13]([CH3:23])=[C:14]([C:15]([O:17][CH2:18][CH2:19][CH2:20][CH2:21][CH3:22])=[O:16])[CH:6]([C:5]2[CH:8]=[CH:9][CH:10]=[CH:11][C:4]=2[N+:1]([O-:3])=[O:2])[C:29]=1[C:28]([NH:27][CH:24]([CH3:26])[CH3:25])=[O:33]. Procedure: o-Nitrobenzaldehyde (3.8 g, 0.025 mole), n-pentyl 3-aminocrotonate (4.3 g, 0.025 mole) and acetoacetic isopropylamide (3.6 g, 0.025 mole) are dissolved in ethanol (50 ml), and the mixture is refluxed for 8 hours. After the reaction, the solvent is distilled off under reduced pressure. The residue is dissolved in elution solvent [chloroform:carbon tetrachloride:ethyl formate:formic acid:ethanol (10:10:8:1:2)] (30 ml) and subjected to column chromatography [silica gel 60 Art. 9385 (Manufactured by... The reactants are COC(=O)C(Oc1ccc(Cl)cc1)c1ccc(I)cc1, O, Sc1ccccc1, c1ccncc1. The product is COC(=O)C(Oc1ccc(Cl)cc1)c1ccc(Sc2ccccc2)cc1. As a reaction SMILES: [Cl:1][c:2]1[cH:3][cH:4][c:5]([O:6][CH:7]([C:8](=[O:9])[O:10][CH3:11])[c:12]2[cH:13][cH:14][c:15]([I:18])[cH:16][cH:17]2)[cH:19][cH:20]1.[OH2:28].[SH:21][c:22]1[cH:23][cH:24][cH:25][cH:26][cH:27]1.[cH:29]1[cH:30][cH:31][n:32][cH:33][cH:34]1>>[Cl:1][c:2]1[cH:3][cH:4][c:5]([O:6][CH:7]([C:8](=[O:9])[O:10][CH3:11])[c:12]2[cH:13][cH:14][c:15]([S:21][c:22]3[cH:23][cH:24][cH:25][cH:26][cH:27]3)[cH:16][cH:17]2)[cH:19][cH:20]1.